Dataset: the Open Reaction Database (ORD), a public repository of structured organic reaction records. Task: describe an organic reaction: reactants, conditions, products, and yield Reactants: O=C([O-])[O-], COc1cccc(S)c1, CCCCCCCCCCCC, CCOC(C)=O, COCCOC, COC(=O)c1cccc(I)c1, [K+], [K+]. Product: COC(=O)c1cccc(Sc2cccc(OC)c2)c1. RXN SMILES: [C:1](=[O:2])([O-:3])[O-:4].[CH3:18][O:19][c:20]1[cH:21][c:22]([SH:26])[cH:23][cH:24][cH:25]1.[CH3:27][CH2:28][CH2:29][CH2:30][CH2:31][CH2:32][CH2:33][CH2:34][CH2:35][CH2:36][CH2:37][CH3:38].[CH3:39][CH2:40][O:41][C:42](=[O:43])[CH3:44].[CH3:45][O:46][CH2:47][CH2:48][O:49][CH3:50].[I:7][c:8]1[cH:9][c:10]([C:11](=[O:12])[O:13][CH3:14])[cH:15][cH:16][cH:17]1.[K+:5].[K+:6]>>[c:8]1([S:26][c:22]2[cH:21][c:20]([O:19][CH3:18])[cH:25][cH:24][cH:23]2)[cH:9][c:10]([C:11](=[O:12])[O:13][CH3:14])[cH:15][cH:16][cH:17]1. Reactants: aqueous solution, N[C@@H](CCCNC(N)=N)C(=O)O (L-arginine), O=C1C(CCCC1)=CC1=CC=C(C=C1)C(C(=O)O)C (2-[4-(2-oxo-1-cyclohexylidenemethyl)phenyl]propionic acid). Run in O (water), CC(=O)C (acetone), CC(=O)C (acetone). Reaction conditions: time 1 hour. The product is N[C@@H](CCCNC(N)=N)C(=O)O.O=C1C(CCCC1)=CC1=CC=C(C=C1)C(C(=O)O)C (2-[4-(2-Oxo-1-cyclohexylidenemethyl)phenyl]propionic acid L-arginine salt). The yield is 62.0%. As a reaction SMILES: [O:1]=[C:2]1[CH2:7][CH2:6][CH2:5][CH2:4][C:3]1=[CH:8][C:9]1[CH:14]=[CH:13][C:12]([CH:15]([CH3:19])[C:16]([OH:18])=[O:17])=[CH:11][CH:10]=1.[NH2:20][C@H:21]([C:29]([OH:31])=[O:30])[CH2:22][CH2:23][CH2:24][NH:25][C:26](=[NH:28])[NH2:27]>O.CC(C)=O>[NH2:20][C@H:21]([C:29]([OH:31])=[O:30])[CH2:22][CH2:23][CH2:24][NH:25][C:26](=[NH:27])[NH2:28].[O:1]=[C:2]1[CH2:7][CH2:6][CH2:5][CH2:4][C:3]1=[CH:8][C:9]1[CH:10]=[CH:11][C:12]([CH:15]([CH3:19])[C:16]([OH:18])=[O:17])=[CH:13][CH:14]=1 |f:4.5|. Procedure: To a solution of 0.2 g of 2-[4-(2-oxo-1-cyclohexylidenemethyl)phenyl]propionic acid in 1.6 ml of water and 0.5 ml of acetone was added dropwise with stirring 0.5 ml of an aqueous solution of 0.13 g of L-arginine and the resulting mixture was stirred for 1 hour. Then, 10 ml of acetone were added thereto and stirring was then continued for further 3 hours. The acetone and water were distilled off to give 0.2 g of the desired product. m.p. (decomp.) 205°-215° C. Reactants: CCO, CCOC(OCC)P(=O)(CC(O)CN)OCC, [Na+], [OH-], O. Yields the product CCOC(OCC)P(=O)(O)CC(O)CN. RXN SMILES: [CH3:20][CH2:21][OH:22].[NH2:1][CH2:2][CH:3]([CH2:4][P:5]([O:6][CH2:7][CH3:8])(=[O:9])[CH:10]([O:11][CH2:12][CH3:13])[O:14][CH2:15][CH3:16])[OH:17].[Na+:19].[OH-:18].[OH2:23]>>[NH2:1][CH2:2][CH:3]([CH2:4][P:5](=[O:6])([OH:9])[CH:10]([O:11][CH2:12][CH3:13])[O:14][CH2:15][CH3:16])[OH:17].